This data is from the Open Reaction Database (ORD), a public repository of structured organic reaction records. The task is: describe an organic reaction: reactants, conditions, products, and yield Reactants: FC1=CC=C(CN2[C@H](CCC2=O)C(=O)O)C=C1 ((R)-1-(4-fluoro-benzyl)-5-oxo-pyrrolidine-2-carboxylic acid), O=[N-] (ketoamide), NC(C(C(=O)N)O)CC1=CC=CC=C1 (3-amino-2-hydroxy-4-phenylbutanamide), O[NH-] (hydroxyamide). Product: NC(C(C(CC1=CC=CC=C1)NC(=O)[C@@H]1N(C(CC1)=O)CC1=CC=C(C=C1)F)=O)=O ((2R)—N-(4-Amino-3,4-dioxo-1-phenylbutan-2-yl)-1-(4-fluorobenzyl)-5-oxopyrrolidine-2-carboxamide). Reaction SMILES: [F:1][C:2]1[CH:17]=[CH:16][C:5]([CH2:6][N:7]2[C:11](=[O:12])[CH2:10][CH2:9][C@@H:8]2[C:13]([OH:15])=O)=[CH:4][CH:3]=1.[NH2:18][CH:19]([CH2:25][C:26]1[CH:31]=[CH:30][CH:29]=[CH:28][CH:27]=1)[CH:20]([OH:24])[C:21]([NH2:23])=[O:22].O[NH-].O=[N-]>>[NH2:23][C:21](=[O:22])[C:20](=[O:24])[CH:19]([NH:18][C:13]([C@H:8]1[CH2:9][CH2:10][C:11](=[O:12])[N:7]1[CH2:6][C:5]1[CH:4]=[CH:3][C:2]([F:1])=[CH:17][CH:16]=1)=[O:15])[CH2:25][C:26]1[CH:27]=[CH:28][CH:29]=[CH:30][CH:31]=1. Procedure details: Coupling of (R)-1-(4-fluoro-benzyl)-5-oxo-pyrrolidine-2-carboxylic acid with 3-amino-2-hydroxy-4-phenylbutanamide and oxidation of the resulting hydroxyamide intermediate to the corresponding ketoamide.